This data is from the Open Reaction Database (ORD), a public repository of structured organic reaction records. The task is: describe an organic reaction: reactants, conditions, products, and yield The reactants are ClC=1C(=NC=NC1Cl)N (5,6-dichloropyrimidin-4-amine), O(C1=CC=CC=C1)C1=CC=C(C=C1)B(O)O (4-phenoxyphenylboronic acid), NC[C@H]1[C@@H](CN(CC1)C(=O)OC(C)(C)C)O ((3S,4S)-tert-butyl 4-(aminomethyl)-3-hydroxypiperidine-1-carboxylate), N1(CCCCC1)CCC(=O)O (3-(piperidin-1-yl)propanoic acid). Yields the product NC1=C(C(=NC=N1)NC[C@H]1[C@@H](CN(CC1)C(CCN1CCCCC1)=O)O)C1=CC=C(C=C1)OC1=CC=CC=C1 (1-((3S,4S)-4-(((6-amino-5-(4-phenoxyphenyl)pyrimidin-4-yl)amino)methyl)-3-hydroxypiperidin-1-yl)-3-(piperidin-1-yl)propan-1-one). Isolated yield 24.2%. RXN SMILES: Cl[C:2]1[C:3]([NH2:9])=[N:4][CH:5]=[N:6][C:7]=1Cl.[O:10]([C:17]1[CH:22]=[CH:21][C:20](B(O)O)=[CH:19][CH:18]=1)[C:11]1[CH:16]=[CH:15][CH:14]=[CH:13][CH:12]=1.[NH2:26][CH2:27][C@@H:28]1[CH2:33][CH2:32][N:31]([C:34]([O:36]C(C)(C)C)=O)[CH2:30][C@H:29]1[OH:41].[N:42]1([CH2:48][CH2:49]C(O)=O)[CH2:47][CH2:46][CH2:45][CH2:44][CH2:43]1>>[NH2:9][C:3]1[N:4]=[CH:5][N:6]=[C:7]([NH:26][CH2:27][C@@H:28]2[CH2:33][CH2:32][N:31]([C:34](=[O:36])[CH2:49][CH2:48][N:42]3[CH2:47][CH2:46][CH2:45][CH2:44][CH2:43]3)[CH2:30][C@H:29]2[OH:41])[C:2]=1[C:20]1[CH:21]=[CH:22][C:17]([O:10][C:11]2[CH:16]=[CH:15][CH:14]=[CH:13][CH:12]=2)=[CH:18][CH:19]=1. Reported procedure: 1-((3S,4S)-4-(((6-amino-5-(4-phenoxyphenyl)pyrimidin-4-yl)amino)methyl)-3-hydroxypiperidin-1-yl)-3-(piperidin-1-yl)propan-1-one was prepared 5,6-dichloropyrimidin-4-amine, 4-phenoxyphenylboronic acid, (3S,4S)-tert-butyl 4-(aminomethyl)-3-hydroxypiperidine-1-carboxylate and 3-(piperidin-1-yl)propanoic acid with method S1, S2, S3, S4A. Yield 24.2%. 1H NMR (CD3OD) δ 8.26 (s, 1H), 7.14-7.40 (m, 9H), 4.48 (dd, 1H), 3.89 (t, 1H), 3.67 (t, 1H), 3.28 (m, 1H), 3.00 (m, 1H), 2.31-2.61 (m, 8H), 1.75 (m, 5H... Reactants: CC1=CC(=C(C(=O)OC)C=C1C(F)(F)F)OC (methyl 4-methyl-2-(methyloxy)-5-(trifluoromethyl)benzoate), B(Br)(Br)Br (BBr3), Cl (HCl). The solvent is ClCCl (dichloromethane). Run at time 2 hour. Product: OC1=C(C(=O)OC)C=C(C(=C1)C)C(F)(F)F (Methyl 2-hydroxy-4-methyl-5-(trifluoromethyl)benzoate). RXN SMILES: [CH3:1][C:2]1[C:11]([C:12]([F:15])([F:14])[F:13])=[CH:10][C:5]([C:6]([O:8][CH3:9])=[O:7])=[C:4]([O:16]C)[CH:3]=1.B(Br)(Br)Br.Cl>ClCCl>[OH:16][C:4]1[CH:3]=[C:2]([CH3:1])[C:11]([C:12]([F:13])([F:14])[F:15])=[CH:10][C:5]=1[C:6]([O:8][CH3:9])=[O:7]. Reported procedure: To a solution of methyl 4-methyl-2-(methyloxy)-5-(trifluoromethyl)benzoate (may be prepared as described in Description 44; 1.76 g, 7.09 mmol) in dichloromethane (70 ml) at 0° C. was added BBr3 (14.89 ml, 14.89 mmol). The solution was stirred for 2 hours, 2M HCl (30 ml) was added and the organic layer removed in vacuo. The residue was partitioned between water (10 ml) and ethyl acetate (20 ml). The organic layer was separated, dried (MgSO4) and the solvent removed in vacuo. The residue was purif... Starting materials: C1(CC1)C1=NN=C(S1)N=C=O (5-cyclopropyl-1,3,4-thiadiazol-2-yl isocyanate), dimethyl acetal, CC(C=O)(C)N (2-methyl-aminopropionaldehyde), C(C)(=O)OCC (ethyl acetate). As a reaction SMILES: [CH:1]1([C:4]2[S:8][C:7]([N:9]=[C:10]=[O:11])=[N:6][N:5]=2)[CH2:3][CH2:2]1.[CH3:12][C:13]([NH2:17])(C)[CH:14]=[O:15].[C:18](OCC)(=O)C>>[CH3:18][N:17]([CH:13]([CH3:12])[CH:14]=[O:15])[C:10]([NH:9][C:7]1[S:8][C:4]([CH:1]2[CH2:3][CH2:2]2)=[N:5][N:6]=1)=[O:11]. Reported procedure: A mixture of 5-cyclopropyl-1,3,4-thiadiazol-2-yl isocyanate dimer (7 grams), the dimethyl acetal of 2-methyl-aminopropionaldehyde (6 grams) and ethyl acetate (50 ml) are charged into a glass reaction vessel equipped with a mechanical stirrer and reflux condenser. The reaction mixture is heated at reflux for a period of about 2 hours. After this time the mixture is stripped of solvent under reduced pressure to yield the desired product the dimethyl acetal of 2-[1-methyl-3-(5-cyclopropyl-1,3,4-thi... Yields the product dimethyl acetal, CN(C(=O)NC=1SC(=NN1)C1CC1)C(C=O)C (2-[1-methyl-3-(5-cyclopropyl-1,3,4-thiadiazol-2-yl)ureido]-propionaldehyde). Starting materials: C1(CCCCC1)CCC[C@H](CC(=O)OC(C)(C)C)C1=NC(=NO1)COS(=O)(=O)C1=CC=C(C=C1)C (tert-butyl(3R)-6-cyclohexyl-3-[3-({[(4-methylphenyl)sulfonyl]oxy}methyl)-1,2,4-oxadiazol-5-yl]hexanoate), C1(CCC1)N (cyclobutylamine). Yields the product C1(CCC1)NCC1=NOC(=N1)[C@@H](CC(=O)OC(C)(C)C)CCCC1CCCCC1 (tert-butyl(3R)-3-{3-[(cyclobutylamino)methyl]-1,2,4-oxadiazol-5-yl}-6-cyclohexylhexanoate). Reaction SMILES: [CH:1]1([CH2:7][CH2:8][CH2:9][C@@H:10]([C:19]2[O:23][N:22]=[C:21]([CH2:24]OS(C3C=CC(C)=CC=3)(=O)=O)[N:20]=2)[CH2:11][C:12]([O:14][C:15]([CH3:18])([CH3:17])[CH3:16])=[O:13])[CH2:6][CH2:5][CH2:4][CH2:3][CH2:2]1.[CH:36]1([NH2:40])[CH2:39][CH2:38][CH2:37]1>>[CH:36]1([NH:40][CH2:24][C:21]2[N:20]=[C:19]([C@H:10]([CH2:9][CH2:8][CH2:7][CH:1]3[CH2:6][CH2:5][CH2:4][CH2:3][CH2:2]3)[CH2:11][C:12]([O:14][C:15]([CH3:17])([CH3:18])[CH3:16])=[O:13])[O:23][N:22]=2)[CH2:39][CH2:38][CH2:37]1. Procedure: Method as for preparation 5 using tert-butyl(3R)-6-cyclohexyl-3-[3-({[(4-methylphenyl)sulfonyl]oxy}methyl)-1,2,4-oxadiazol-5-yl]hexanoate (preparation 177) (500 mg, 0.99 mmol) and cyclobutylamine (250 μl, 2.96 mmol) as starting materials. Starting materials: O=C([O-])O, ClCc1csc(-c2ccc(Cl)cc2)n1, N#Cc1c(N)nc(S)c(C#N)c1C1CCOCC1, [Na+], CN(C)C=O. Yields the product N#Cc1c(N)nc(SCc2csc(-c3ccc(Cl)cc3)n2)c(C#N)c1C1CCOCC1. As a reaction SMILES: [C:33](=[O:34])([OH:35])[O-:36].[Cl:19][CH2:20][c:21]1[n:22][c:23](-[c:26]2[cH:27][cH:28][c:29]([Cl:32])[cH:30][cH:31]2)[s:24][cH:25]1.[NH2:1][c:2]1[n:3][c:4]([SH:18])[c:5]([C:16]#[N:17])[c:6]([CH:10]2[CH2:11][CH2:12][O:13][CH2:14][CH2:15]2)[c:7]1[C:8]#[N:9].[Na+:37].[O:38]=[CH:39][N:40]([CH3:41])[CH3:42]>>[NH2:1][c:2]1[n:3][c:4]([S:18][CH2:20][c:21]2[n:22][c:23](-[c:26]3[cH:27][cH:28][c:29]([Cl:32])[cH:30][cH:31]3)[s:24][cH:25]2)[c:5]([C:16]#[N:17])[c:6]([CH:10]2[CH2:11][CH2:12][O:13][CH2:14][CH2:15]2)[c:7]1[C:8]#[N:9]. Reactants: COP(OC)OC (trimethylphosphite), ClC(=O)OCCCC (n-butyl chloroformate). Product: C(CCC)OC(=O)P(OC)(OC)=O (Dimethyl n-butoxycarbonylphosphonate). Reaction SMILES: C[O:2][P:3]([O:6][CH3:7])[O:4][CH3:5].Cl[C:9]([O:11][CH2:12][CH2:13][CH2:14][CH3:15])=[O:10]>>[CH2:12]([O:11][C:9]([P:3](=[O:2])([O:6][CH3:7])[O:4][CH3:5])=[O:10])[CH2:13][CH2:14][CH3:15]. Reported procedure: From 10.0 ml (85 mmole) of trimethylphosphite and 8.7 g (64 mmole) of n-butyl chloroformate. (100° C., 1.5 hours). The reactants are Cl.C(CCCCC)C1=CC=C(C=C1)C1=CC=C(C=C1)C(=N)N (4'-n-hexyl-4-biphenyl-amidine hydrochloride), [Na] (sodium), C(C)OC(C(C(=O)OCC)=COCC)=O (ethoxymethylene-malonic acid diethyl ester), CC[O-].[Na+] (sodium ethylate solution). Run in C(C)O (ethanol). Product: C(C)OC(=O)C=1C(=NC(=NC1)C1=CC=C(C=C1)C1=CC=C(C=C1)CCCCCC)O (2-(4'-n-hexyl-4-biphenylyl)-4-hydroxy-pyrimidine-5-carboxylic acid ethyl ester). RXN SMILES: Cl.[CH2:2]([C:8]1[CH:13]=[CH:12][C:11]([C:14]2[CH:19]=[CH:18][C:17]([C:20]([NH2:22])=[NH:21])=[CH:16][CH:15]=2)=[CH:10][CH:9]=1)[CH2:3][CH2:4][CH2:5][CH2:6][CH3:7].[CH2:23]([O:25][C:26](=[O:37])[C:27](=[CH:33]OCC)[C:28](OCC)=[O:29])[CH3:24].CC[O-].[Na+].[Na]>C(O)C>[CH2:23]([O:25][C:26]([C:27]1[C:28]([OH:29])=[N:21][C:20]([C:17]2[CH:16]=[CH:15][C:14]([C:11]3[CH:12]=[CH:13][C:8]([CH2:2][CH2:3][CH2:4][CH2:5][CH2:6][CH3:7])=[CH:9][CH:10]=3)=[CH:19][CH:18]=2)=[N:22][CH:33]=1)=[O:37])[CH3:24] |f:0.1,3.4,^1:41|. Procedure details: A mixture of 6.0 g. of 4'-n-hexyl-4-biphenyl-amidine hydrochloride and 4.9 g. of ethoxymethylene-malonic acid diethyl ester is stirred in a sodium ethylate solution, from 0.867 g. of sodium and 80 ml. of ethanol, for 40 minutes at room temperature and 40 minutes under reflux. After this, the yellow reaction mixture is evaporated in vacuo and the residue is suspended in 95 ml. of water and acidified with 15 ml. of glacial acetic acid. Filtering, washing with water and drying yields crude 2-(4'-n-... Starting materials: CNC (Dimethylamine), C(C(=C)C)(=O)O (methacrylic acid), C(C(=C)C)(=O)O (methacrylic acid), C(C(=C)C)(=O)O (methacrylic acid). Reaction conditions: time 1 hour. Product: CNC.C(C(=C)C)(=O)O (Dimethylamine Methacrylic Acid). As a reaction SMILES: [CH3:1][NH:2][CH3:3].[C:4]([OH:9])(=[O:8])[C:5]([CH3:7])=[CH2:6]>>[CH3:1][NH:2][CH3:3].[C:4]([OH:9])(=[O:8])[C:5]([CH3:7])=[CH2:6] |f:2.3|. Procedure details: Dimethylamine (30 g) was added to a pressure-resistant container (reactor), and the reactor was hermetically sealed. The temperature of the reactor was adjusted to 20° C., and methacrylic acid (14.3 g) was fed into the reactor by means of a high-pressure pump. During addition of methacrylic acid, heat of neutralization is generated. Therefore, while the reactor was cooled in an ice bath, methacrylic acid was added dropwise to the reactor at a rate of 5 to 7 mL/minute, so as to adjust the tempera...